From a dataset of the Open Reaction Database (ORD), a public repository of structured organic reaction records. describe an organic reaction: reactants, conditions, products, and yield Reactants: OC(C[C@@]1(CCN(C(O1)=O)[C@@H](C)C1=CC=C(C=C1)B1OC(C(O1)(C)C)(C)C)C1=CC=CC=C1)(C)C ((S)-6-(2-hydroxy-2-methylpropyl)-6-phenyl-3-((S)-1-(4-(4,4,5,5-tetramethyl-1,3,2-dioxaborolan-2-yl)phenyl)ethyl)-1,3-oxazinan-2-one), BrC=1C=CC(N(C1)CC)=O (5-bromo-1-ethylpyridin-2(1H)-one). The product is C(C)N1C=C(C=CC1=O)C1=CC=C(C=C1)[C@H](C)N1C(O[C@](CC1)(C1=CC=CC=C1)CC(C)(C)O)=O ((S)-3-((S)-1-(4-(1-ethyl-6-oxo-1,6-dihydropyridin-3-yl)phenyl)ethyl)-6-(2-hydroxy-2-methylpropyl)-6-phenyl-1,3-oxazinan-2-one). As a reaction SMILES: [OH:1][C:2]([CH3:35])([CH3:34])[CH2:3][C@@:4]1([C:28]2[CH:33]=[CH:32][CH:31]=[CH:30][CH:29]=2)[O:9][C:8](=[O:10])[N:7]([C@H:11]([C:13]2[CH:18]=[CH:17][C:16](B3OC(C)(C)C(C)(C)O3)=[CH:15][CH:14]=2)[CH3:12])[CH2:6][CH2:5]1.Br[C:37]1[CH:38]=[CH:39][C:40](=[O:45])[N:41]([CH2:43][CH3:44])[CH:42]=1>>[CH2:43]([N:41]1[C:40](=[O:45])[CH:39]=[CH:38][C:37]([C:16]2[CH:15]=[CH:14][C:13]([C@@H:11]([N:7]3[CH2:6][CH2:5][C@:4]([CH2:3][C:2]([OH:1])([CH3:34])[CH3:35])([C:28]4[CH:33]=[CH:32][CH:31]=[CH:30][CH:29]=4)[O:9][C:8]3=[O:10])[CH3:12])=[CH:18][CH:17]=2)=[CH:42]1)[CH3:44]. Procedure details: The title compound was prepared from (S)-6-(2-hydroxy-2-methylpropyl)-6-phenyl-3-((S)-1-(4-(4,4,5,5-tetramethyl-1,3,2-dioxaborolan-2-yl)phenyl)ethyl)-1,3-oxazinan-2-one and 5-bromo-1-ethylpyridin-2(1H)-one following a procedure analogous to that described in Example 6 Step 1. LC-MS Method 2 tR=1.224 min, m/z=475.1; 1H NMR (CDCl3) 1.11 (s, 3H), 1.19 (s, 3H), 1.39 (t, 3H), 1.56 (d, 3H), 2.20 (s, 2H), 2.26 (m, 1H), 2.36-2.57 (m, 2H), 2.87 (m, 1H), 4.03 (m, 2H), 5.69 (m, 1H), 6.62 (d, 1H), 7.00 (d, ... Starting materials: C1(CC1)C(=O)O (cyclopropanecarboxylic acid), CN[C@@H]1CCC=2N(C3=CC=CC=C3C2CC(=O)OCCC)C1 (propyl [(7R)-7-(methylamino)-6,7,8,9-tetrahydropyrido[1,2-a]indol-10-yl]acetate). Product: C1(CC1)C(=O)N([C@@H]1CCC=2N(C3=CC=CC=C3C2CC(=O)O)C1)C ({(7R)-7-[(cyclopropylcarbonyl)(methyl)amino]-6,7,8,9-tetrahydropyrido[1,2-a]indol-10-yl}acetic acid). Reaction SMILES: [CH:1]1([C:4]([OH:6])=O)[CH2:3][CH2:2]1.[CH3:7][NH:8][C@H:9]1[CH2:28][N:13]2[C:14]3[C:19]([C:20]([CH2:21][C:22]([O:24]CCC)=[O:23])=[C:12]2[CH2:11][CH2:10]1)=[CH:18][CH:17]=[CH:16][CH:15]=3>>[CH:1]1([C:4]([N:8]([CH3:7])[C@H:9]2[CH2:28][N:13]3[C:14]4[C:19]([C:20]([CH2:21][C:22]([OH:24])=[O:23])=[C:12]3[CH2:11][CH2:10]2)=[CH:18][CH:17]=[CH:16][CH:15]=4)=[O:6])[CH2:3][CH2:2]1. Procedure details: The title compound was prepared using analogous procedures described in Example 2 (Method B) from cyclopropanecarboxylic acid and propyl [(7R)-7-(methylamino)-6,7,8,9-tetrahydropyrido[1,2-a]indol-10-yl]acetate. MS (+ESI) m/z: 327. The reactants are C1CCOC1, Cc1ccc2c(-c3ccnc(Cl)n3)c(-c3cccc(N)c3)nn2c1, O=C(Cl)Cc1cccs1. The product is Cc1ccc2c(-c3ccnc(Cl)n3)c(-c3cccc(NC(=O)Cc4cccs4)c3)nn2c1. As a reaction SMILES: [CH2:34]1[O:35][CH2:36][CH2:37][CH2:38]1.[Cl:1][c:2]1[n:3][cH:4][cH:5][c:6](-[c:8]2[c:9](-[c:18]3[cH:19][c:20]([NH2:24])[cH:21][cH:22][cH:23]3)[n:10][n:11]3[c:12]2[cH:13][cH:14][c:15]([CH3:17])[cH:16]3)[n:7]1.[s:25]1[c:26]([CH2:30][C:31](=[O:32])[Cl:33])[cH:27][cH:28][cH:29]1>>[Cl:1][c:2]1[n:3][cH:4][cH:5][c:6](-[c:8]2[c:9](-[c:18]3[cH:19][c:20]([NH:24][C:31]([CH2:30][c:26]4[s:25][cH:29][cH:28][cH:27]4)=[O:32])[cH:21][cH:22][cH:23]3)[n:10][n:11]3[c:12]2[cH:13][cH:14][c:15]([CH3:17])[cH:16]3)[n:7]1. Starting materials: Cl (hydrochloric acid), C(=O)NC=1SC=C(N1)C(C(=O)NC1[C@@H]2N(C(=C(CS2)C(CCC(OC(C)(C)C)N=C=O)SC2=NN=NN2)C(=O)O)C1=O)=NOCC(=O)OC(C)(C)C (7-[2-(2-formamidothiazol-4-yl)-2-tert-butoxycarbonylmethoxyiminoacetamido]-3-[1-(3-tert-butoxy-carbonylaminopropyl)-1H-tetrazol-5-ylthiomethyl)-3-cephem-4-carboxylic acid). Solvent: CO (methanol). Run at time 4 hour. Product: NC=1SC=C(N1)C(C(=O)NC1[C@@H]2N(C(=C(CS2)C(CCCN)SC2=NN=NN2)C(=O)O)C1=O)=NOCC(=O)O (7-[2-(2-aminothiazol-4-yl)-2-carboxymethoxyiminoacetamido]-3-[1-(3-aminopropyl)-1H-tetrazol-5-ylthiomethyl]-3-cephem-4-carboxylic acid). As a reaction SMILES: Cl.C([NH:4][C:5]1[S:6][CH:7]=[C:8]([C:10](=[N:44][O:45][CH2:46][C:47]([O:49]C(C)(C)C)=[O:48])[C:11]([NH:13][CH:14]2[C:42](=[O:43])[N:16]3[C:17]([C:39]([OH:41])=[O:40])=[C:18]([CH:21]([S:33][C:34]4[NH:38][N:37]=[N:36][N:35]=4)[CH2:22][CH2:23][CH:24]([N:30]=C=O)OC(C)(C)C)[CH2:19][S:20][C@H:15]23)=[O:12])[N:9]=1)=O>CO>[NH2:4][C:5]1[S:6][CH:7]=[C:8]([C:10](=[N:44][O:45][CH2:46][C:47]([OH:49])=[O:48])[C:11]([NH:13][CH:14]2[C:42](=[O:43])[N:16]3[C:17]([C:39]([OH:41])=[O:40])=[C:18]([CH:21]([S:33][C:34]4[NH:38][N:37]=[N:36][N:35]=4)[CH2:22][CH2:23][CH2:24][NH2:30])[CH2:19][S:20][C@H:15]23)=[O:12])[N:9]=1. Reported procedure: Conc. hydrochloric acid (20.8 g.) was added to a mixture of 7-[2-(2-formamidothiazol-4-yl)-2-tert-butoxycarbonylmethoxyiminoacetamido]-3-[1-(3-tert-butoxy-carbonylaminopropyl)-1H-tetrazol-5-ylthiomethyl)-3-cephem-4-carboxylic acid (syn isomer, 39.1 g.) in methanol (400 ml.), and stirred at room temperature for 4 hours. After removing the solvent in vacuo, tetrahydrofuran (40 ml.) and anisole (40 ml.) were added to the residue and stirred at room temperature for 4 hours. The reaction mixture was ... Starting materials: O=C1N(C2=CC=CC=C2C1=O)CCCOC1=CC2=C(N(C(C(C(N2C)=O)(C)C)=O)CC)C=C1 (7-[3-(2,3-Dioxo-2,3-dihydroindol-1-yl)propoxy]-1-ethyl-3,3,5-trimethyl-1,5-dihydrobenzo[b][1,4]diazepine-2,4-dione), O (Water). The solvent is O.NN (hydrazine hydrate). Run at time 2 hour. The product is C(C)N1C2=C(N(C(C(C1=O)(C)C)=O)C)C=C(C=C2)OCCCN2C(CC1=CC=CC=C21)=O (1-ethyl-3,3,5-trimethyl-7-[3-(2-oxo-2,3-dihydroindol-1-yl)propoxy]-1,5-dihydrobenzo[b][1,4]diazepine-2,4-dione). Yield: 61.9%. RXN SMILES: [O:1]=[C:2]1[C:10](=O)[C:9]2[C:4](=[CH:5][CH:6]=[CH:7][CH:8]=2)[N:3]1[CH2:12][CH2:13][CH2:14][O:15][C:16]1[CH:33]=[CH:32][C:19]2[N:20]([CH2:30][CH3:31])[C:21](=[O:29])[C:22]([CH3:28])([CH3:27])[C:23](=[O:26])[N:24]([CH3:25])[C:18]=2[CH:17]=1.O>O.NN>[CH2:30]([N:20]1[C:21](=[O:29])[C:22]([CH3:28])([CH3:27])[C:23](=[O:26])[N:24]([CH3:25])[C:18]2[CH:17]=[C:16]([O:15][CH2:14][CH2:13][CH2:12][N:3]3[C:4]4[C:9](=[CH:8][CH:7]=[CH:6][CH:5]=4)[CH2:10][C:2]3=[O:1])[CH:33]=[CH:32][C:19]1=2)[CH3:31] |f:2.3|. Reported procedure: 7-[3-(2,3-Dioxo-2,3-dihydroindol-1-yl)propoxy]-1-ethyl-3,3,5-trimethyl-1,5-dihydrobenzo[b][1,4]diazepine-2,4-dione(0.3 g) was suspended in hydrazine hydrate(3 ml), and the liquid was stirred for two hours while heated under reflux. The reaction mixture was cooled to room temperature. Water was added thereto, followed by extraction by ethyl acetate. The organic layer was dried by anhydrous sodium sulfate, and condensed under reduced pressure. The residue was purified by silica gel column chromato... Starting materials: solution, [OH-].[Na+] (sodium hydroxide), COC(/C(=C/C1=C(N=C(S1)N)C(F)(F)F)/NC(C1=C(C=C(C=C1)C(=O)NCC1=CC(=CC=C1)O)Cl)=O)=O ((Z)-3-(2-amino-4-trifluoromethylthiazol-5-yl)-2-[[2-chloro-4-[[(3-hydroxybenzyl)amino]carbonyl]benzoyl]amino]propenoic acid methyl ester), CO (methanol). Reaction conditions: time 16 hour. Product: NC=1SC(=C(N1)C(F)(F)F)\C=C(\C(=O)O)/NC(C1=C(C=C(C=C1)C(=O)NCC1=CC(=CC=C1)O)Cl)=O ((Z)-3-(2-amino-4-trifluoromethylthiazol-5-yl)-2-[[2-chloro-4-[[(3-hydroxybenzyl)amino]carbonyl]benzoyl]amino]propenoic acid), ClC1=C(C(=O)N\C(\C(=O)O)=C/C2=C(N=C(S2)NC)C(F)(F)F)C=CC(=C1)C(=O)NCC1=CC(=CC=C1)O ((Z)-2-[[2-chloro-4-[[(3-hydroxybenzyl)amino]carbonyl]benzoyl]amino]-3-(2-methylamino-4-trifluoromethylthiazol-5-yl)propenoic acid). RXN SMILES: [OH-].[Na+].C[O:4][C:5](=[O:39])/[C:6](/[NH:18][C:19](=[O:38])[C:20]1[CH:25]=[CH:24][C:23]([C:26]([NH:28][CH2:29][C:30]2[CH:35]=[CH:34][CH:33]=[C:32]([OH:36])[CH:31]=2)=[O:27])=[CH:22][C:21]=1[Cl:37])=[CH:7]/[C:8]1[S:12][C:11]([NH2:13])=[N:10][C:9]=1[C:14]([F:17])([F:16])[F:15].[CH3:40]O>>[NH2:13][C:11]1[S:12][C:8](/[CH:7]=[C:6](\[NH:18][C:19](=[O:38])[C:20]2[CH:25]=[CH:24][C:23]([C:26]([NH:28][CH2:29][C:30]3[CH:35]=[CH:34][CH:33]=[C:32]([OH:36])[CH:31]=3)=[O:27])=[CH:22][C:21]=2[Cl:37])/[C:5]([OH:39])=[O:4])=[C:9]([C:14]([F:15])([F:16])[F:17])[N:10]=1.[Cl:37][C:21]1[CH:22]=[C:23]([C:26]([NH:28][CH2:29][C:30]2[CH:35]=[CH:34][CH:33]=[C:32]([OH:36])[CH:31]=2)=[O:27])[CH:24]=[CH:25][C:20]=1[C:19]([NH:18]/[C:6](=[CH:7]\[C:8]1[S:12][C:11]([NH:13][CH3:40])=[N:10][C:9]=1[C:14]([F:17])([F:15])[F:16])/[C:5]([OH:4])=[O:39])=[O:38] |f:0.1|. Reported procedure: An aqueous 3N solution of sodium hydroxide (0.5 mL, 1.5 mmol) was added to a solution of (Z)-3-(2-amino-4-trifluoromethylthiazol-5-yl)-2-[[2-chloro-4-[[(3-hydroxybenzyl)amino]carbonyl]benzoyl]amino]propenoic acid methyl ester (Example 234; 90 mg, 0.16 mmol) in methanol (0.5 mL). The solution was stirred at room temperature for 16 h and then at 50° C. for 2 h. The reaction mixture was evaporated to dryness and the residue was dissolved in water (2 mL). 1N Hydrochloric acid solution (1.5 mL) was a... Starting materials: N1(CCC1)C1CCC=2C=CC(=CC2C1CC1=CC=CC=C1)C#N (7-(Azetidin-1-yl)-8-benzyl-5,6,7,8-tetrahydronaphthalene-2-carbonitrile), ClCCl (dichloromethane). The reagents and catalysts are [Ni] (Raney nickel). Solvent: CO (methanol), CO (Methanol). Run at time 48 hour. Product: N1(CCC1)C1CCC=2C=CC(=CC2C1CC1=CC=CC=C1)CN (1-[7-(Azetidin-1-yl)-8-benzyl-5,6,7,8-tetrahydronaphthalen-2-yl]methanamine). As a reaction SMILES: [N:1]1([CH:5]2[CH:14]([CH2:15][C:16]3[CH:21]=[CH:20][CH:19]=[CH:18][CH:17]=3)[C:13]3[CH:12]=[C:11]([C:22]#[N:23])[CH:10]=[CH:9][C:8]=3[CH2:7][CH2:6]2)[CH2:4][CH2:3][CH2:2]1.ClCCl>CO.[Ni]>[N:1]1([CH:5]2[CH:14]([CH2:15][C:16]3[CH:17]=[CH:18][CH:19]=[CH:20][CH:21]=3)[C:13]3[CH:12]=[C:11]([CH2:22][NH2:23])[CH:10]=[CH:9][C:8]=3[CH2:7][CH2:6]2)[CH2:4][CH2:3][CH2:2]1. Procedure: 7-(Azetidin-1-yl)-8-benzyl-5,6,7,8-tetrahydronaphthalene-2-carbonitrile (340 mg, 1.12 mmol) was dissolved in dry methanol (20 mL) under a nitrogen atmosphere. Raney nickel (900 mg, 3.36 mmol) was added under nitrogen and the reaction mixture stirred at room temperature for 48 h under an atmosphere of hydrogen. Methanol (20 mL) and dichloromethane (30 mL) were added. After stirring at room temperature for 20 minutes the catalyst was removed by filtration and the solvent evaporated in vacuo. Yield...